From a dataset of the Open Reaction Database (ORD), a public repository of structured organic reaction records. describe an organic reaction: reactants, conditions, products, and yield Reactants: O (water), C=O (formaldehyde), C(#N)C1=CC=C(C=C1)N1OC(NC1=S)=S (2-(4-Cyanophenyl)-1,2,4-oxadiazolidin-3,5-dithione). Solvent: C(Cl)Cl (methylene chloride), CO (methanol), CO (methanol). Run at time 2 hour. Yields the product C(#N)C1=CC=C(C=C1)N1OC(N(C1=S)CO)=S (2-(4-cyanophenyl)-4-hydroxymethyl-1,2,4-oxadiazolidin-3,5-dithione). As a reaction SMILES: [C:1]([C:3]1[CH:8]=[CH:7][C:6]([N:9]2[C:13](=[S:14])[NH:12][C:11](=[S:15])[O:10]2)=[CH:5][CH:4]=1)#[N:2].[CH2:16]=[O:17].O>CO.C(Cl)Cl>[C:1]([C:3]1[CH:4]=[CH:5][C:6]([N:9]2[C:13](=[S:14])[N:12]([CH2:16][OH:17])[C:11](=[S:15])[O:10]2)=[CH:7][CH:8]=1)#[N:2]. Procedure details: 2-(4-Cyanophenyl)-1,2,4-oxadiazolidin-3,5-dithione (0.05 mole) dissolved in methanol (100 ml) and aqueous formaldehyde (37% conc.; 0.06 mole) are charged into a glass reaction vessel equipped with a mechanical stirrer, thermometer and reflux condenser. The reaction mixture is heated at reflux, with stirring for a period of about 2 hours. After this time the reaction mixture is stripped of methanol and water, leaving a residue. This residue is dissolved in methylene chloride, and the resulting so... Starting materials: CC=1N(C2=C(C(=NC=3C=C(C=CC23)OCCC2CCNCC2)N)N1)CC(C)C (2-methyl-1-(2-methylpropyl)-7-(2-piperidin-4-ylethoxy)-1H-imidazo[4,5-c]quinolin-4-amine), CC=1N(C2=C(C(=NC=3C=C(C=CC23)OCCC2CCN(CC2)C(=O)N2CCOCC2)N)N1)CC(C)C (2-methyl-1-(2-methylpropyl)-7-{2-[1-(morpholin-4-ylcarbonyl)piperidin-4-yl]ethoxy}-1H-imidazo[4,5-c]quinolin-4-amine). The product is CC1(N(C2=C(C=NC=3C=C(C=CC23)OCCC2CCN(CC2)C(=O)N2CCOCC2)N1)CC(C)C)N (2-Methyl-1-(2-methylpropyl)-7-{2-[1-(morpholin-4-ylcarbonyl)piperidin-4-yl]ethoxy}-1H-imidazo[4,5-c]quinolinamine). As a reaction SMILES: CC1[N:3](CC(C)C)C2C3C=CC(OCCC4CCNCC4)=CC=3N=C(N)C=2N=1.[CH3:29][C:30]1[N:31]([CH2:61][CH:62]([CH3:64])[CH3:63])[C:32]2[C:41]3[CH:40]=[CH:39][C:38]([O:42][CH2:43][CH2:44][CH:45]4[CH2:50][CH2:49][N:48]([C:51]([N:53]5[CH2:58][CH2:57][O:56][CH2:55][CH2:54]5)=[O:52])[CH2:47][CH2:46]4)=[CH:37][C:36]=3[N:35]=[C:34](N)[C:33]=2[N:60]=1>>[CH3:29][C:30]1([NH2:3])[NH:60][C:33]2[CH:34]=[N:35][C:36]3[CH:37]=[C:38]([O:42][CH2:43][CH2:44][CH:45]4[CH2:50][CH2:49][N:48]([C:51]([N:53]5[CH2:58][CH2:57][O:56][CH2:55][CH2:54]5)=[O:52])[CH2:47][CH2:46]4)[CH:39]=[CH:40][C:41]=3[C:32]=2[N:31]1[CH2:61][CH:62]([CH3:64])[CH3:63]. Procedure details: A modification of the method described in Example 19 was used to convert 2-methyl-1-(2-methylpropyl)-7-(2-piperidin-4-ylethoxy)-1H-imidazo[4,5-c]quinolin-4-amine to 0.195 g of 2-methyl-1-(2-methylpropyl)-7-{2-[1-(morpholin-4-ylcarbonyl)piperidin-4-yl]ethoxy}-1H-imidazo[4,5-c]quinolin-4-amine, which was isolated an off-white powder, mp 205-208° C. The product was not recrystallized.